This data is from the Open Reaction Database (ORD), a public repository of structured organic reaction records. The task is: describe an organic reaction: reactants, conditions, products, and yield Solvent: O1CCCC1 (tetrahydrofuran), CN(C)C=O (DMF), O1CCCC1 (THF). The yield is 17.0%. RXN SMILES: [CH2:1]=[CH:2][CH2:3][CH2:4][CH2:5][CH2:6][CH2:7][CH3:8].Br[C:10]1[CH:15]=[CH:14][C:13]([N:16]2[CH2:20][C@@H:19]([C:21]3[CH:26]=[CH:25][CH:24]=[CH:23][CH:22]=3)[O:18][C:17]2=[O:27])=[CH:12][CH:11]=1.C(=O)([O-])[O-].[K+].[K+]>O1CCCC1.CN(C=O)C.[Pd].C1(P(C2C=CC=CC=2)C2C=CC=CC=2)C=CC=CC=1.C1(P(C2C=CC=CC=2)C2C=CC=CC=2)C=CC=CC=1.C1(P(C2C=CC=CC=2)C2C=CC=CC=2)C=CC=CC=1.C1(P(C2C=CC=CC=2)C2C=CC=CC=2)C=CC=CC=1>[CH2:1]([C:10]1[CH:15]=[CH:14][C:13]([N:16]2[CH2:20][C@@H:19]([C:21]3[CH:26]=[CH:25][CH:24]=[CH:23][CH:22]=3)[O:18][C:17]2=[O:27])=[CH:12][CH:11]=1)[CH2:2][CH2:3][CH2:4][CH2:5][CH2:6][CH2:7][CH3:8] |f:2.3.4,7.8.9.10.11|. Conditions: time 1 hour. The product is C(CCCCCCC)C1=CC=C(C=C1)N1C(O[C@@H](C1)C1=CC=CC=C1)=O ((5R)-3-(4-octylphenyl)-5-phenyl-2-oxazolidinone). Reactants: C=CCCCCCC (1-octene), resultant mixture, BrC1=CC=C(C=C1)N1C(O[C@@H](C1)C1=CC=CC=C1)=O ((5R)-3-(4-bromophenyl)-5-phenyl-2-oxazolidinone), C([O-])([O-])=O.[K+].[K+] (potassium carbonate), 9-borabicyclo[3.3.1]-nonane-(9-BBN), ice water. The reagents and catalysts are [Pd].C1(=CC=CC=C1)P(C1=CC=CC=C1)C1=CC=CC=C1.C1(=CC=CC=C1)P(C1=CC=CC=C1)C1=CC=CC=C1.C1(=CC=CC=C1)P(C1=CC=CC=C1)C1=CC=CC=C1.C1(=CC=CC=C1)P(C1=CC=CC=C1)C1=CC=CC=C1 (tetrakis (triphenylphosphine) palladium). Procedure details: 0.40 g (3.56 mM) of 1-octene and 2 ml of dry tetrahydrofuran (THF) were placed in 50 ml-three necked flask. To the mixture, 7.6 ml of 0.5M-9-borabicyclo[3.3.1]-nonane-(9-BBN) in THF was gradually added dropwise on an ice-common salt bath at -15° to -13° C. (inner temperature) in nitrogen atmosphere, followed by stirring for 1 hour at the same temperature and further stirring for 2 hours at about 10° C. To the resultant mixture, a solution of 0.80 g (2.51 mM) of (5R)-3-(4-bromophenyl)-5-phenyl-2-...